Dataset: the Open Reaction Database (ORD), a public repository of structured organic reaction records. Task: describe an organic reaction: reactants, conditions, products, and yield Reactants: C(C1=CC=CC=C1)OC1=CC(N(C=C1)C1=CC(=C(C=C1)[N+](=O)[O-])NC)=O (4-(benzyloxy)-1-(3-(methylamino)-4-nitrophenyl)pyridin-2(1H)-one). Reagents/catalysts: [Zn] (Zinc). Run in CC(=O)O (AcOH). Reaction conditions: time 2 hour. Product: NC1=C(C=C(C=C1)N1C(C=C(C=C1)OCC1=CC=CC=C1)=O)NC (1-(4-Amino-3-(methylamino)phenyl)-4-(benzyloxy)pyridin-2(1H)-one). The yield is 75.0%. As a reaction SMILES: [CH2:1]([O:8][C:9]1[CH:14]=[CH:13][N:12]([C:15]2[CH:20]=[CH:19][C:18]([N+:21]([O-])=O)=[C:17]([NH:24][CH3:25])[CH:16]=2)[C:11](=[O:26])[CH:10]=1)[C:2]1[CH:7]=[CH:6][CH:5]=[CH:4][CH:3]=1>CC(O)=O.[Zn]>[NH2:21][C:18]1[CH:19]=[CH:20][C:15]([N:12]2[CH:13]=[CH:14][C:9]([O:8][CH2:1][C:2]3[CH:3]=[CH:4][CH:5]=[CH:6][CH:7]=3)=[CH:10][C:11]2=[O:26])=[CH:16][C:17]=1[NH:24][CH3:25]. Reported procedure: Zinc (9.49 g) was added to a solution of 4-(benzyloxy)-1-(3-(methylamino)-4-nitrophenyl)pyridin-2(1H)-one (5.1 g) in AcOH (120 ml) at room temperature. The mixture was stirred at room temperature for 2 h. The insoluble material was removed by filtration, and the filtrate was concentrated in vacuo. The mixture was neutralized with saturated NaHCO3 solution at 0° C. and extracted with EtOAc. The organic layer was separated, washed with water and brine, dried over MgSO4 and concentrated in vacuo. T... Starting materials: NC1=CC=C(C(=O)O)C=C1 (4-Aminobenzoic acid), ClC1=CC=C(C=O)C=C1 (4-chlorobenzaldehyde), O (water). Reagents/catalysts: C1(=CC=C(C=C1)S(=O)(=O)O)C (4-toluenesulphonic acid). Solvent: C1=CC=CC=C1 (benzene). Product: ClC1=CC=C(CNC2=CC=C(C(=O)O)C=C2)C=C1 (4[(4-chlorobenzyl)-amino]-benzoic acid). Yield: 66.2%. RXN SMILES: [NH2:1][C:2]1[CH:10]=[CH:9][C:5]([C:6]([OH:8])=[O:7])=[CH:4][CH:3]=1.[Cl:11][C:12]1[CH:19]=[CH:18][C:15]([CH:16]=O)=[CH:14][CH:13]=1.O>C1C=CC=CC=1.C1(C)C=CC(S(O)(=O)=O)=CC=1>[Cl:11][C:12]1[CH:19]=[CH:18][C:15]([CH2:16][NH:1][C:2]2[CH:10]=[CH:9][C:5]([C:6]([OH:8])=[O:7])=[CH:4][CH:3]=2)=[CH:14][CH:13]=1. Procedure: 4-Aminobenzoic acid (13.7 g., 0.1 mole) and 4-chlorobenzaldehyde (14.05 g., 0.1 mole) were mixed in dry benzene (200 ml.), 4-toluenesulphonic acid (50 mg.) was added and the mixture was boiled under reflux in an apparatus incorporating a water-trap until the theoretical amount of water (1.8 ml) had been collected. The reaction mixture was cooled in iced water, the product filtered, dried and hydrogenated at NTP in ethanol (500 ml) in the presence of platinum oxide, (Adams catalyst), (100 mg). Th...